Dataset: the Open Reaction Database (ORD), a public repository of structured organic reaction records. Task: describe an organic reaction: reactants, conditions, products, and yield Reactants: C(C)OC(=O)CN1C=C(C2=CC=CC=C12)CC(=O)O (1-(ethoxycarbonylmethyl)-1H-indole-3-acetic acid), Cl.NC(=O)NCC1=CC=C(C=C1)CNC([C@H](N)CCCNC(=N[N+](=O)[O-])N)=O ((R)-N-[[4-(aminocarbonylaminomethyl)phenyl]methyl]-N5 -[amino(nitroimino)methyl]-ornithinamide-hydrochloride), CN(C)C(=[N+](C)C)ON1C2=C(C=CC=C2)N=N1.[B-](F)(F)(F)F (TBTU). The product is NC(=O)NCC1=CC=C(C=C1)CNC([C@H](NC(CC1=CN(C2=CC=CC=C12)CC(=O)OCC)=O)CCCNC(=N[N+](=O)[O-])N)=O ((R)-N-[[4-(Aminocarbonylaminomethyl)phenyl]methyl]-N5 -[amino(nitroimino)methyl]-N2 -[[1-(ethoxycarbonylmethyl)-1H-indol-3-yl]acetyl]-ornithinamide). Isolated yield 56.0%. As a reaction SMILES: [CH2:1]([O:3][C:4]([CH2:6][N:7]1[C:15]2[C:10](=[CH:11][CH:12]=[CH:13][CH:14]=2)[C:9]([CH2:16][C:17]([OH:19])=O)=[CH:8]1)=[O:5])[CH3:2].Cl.[NH2:21][C:22]([NH:24][CH2:25][C:26]1[CH:31]=[CH:30][C:29]([CH2:32][NH:33][C:34](=[O:47])[C@@H:35]([CH2:37][CH2:38][CH2:39][NH:40][C:41]([NH2:46])=[N:42][N+:43]([O-:45])=[O:44])[NH2:36])=[CH:28][CH:27]=1)=[O:23].CN(C(ON1N=NC2C=CC=CC1=2)=[N+](C)C)C.[B-](F)(F)(F)F>>[NH2:21][C:22]([NH:24][CH2:25][C:26]1[CH:27]=[CH:28][C:29]([CH2:32][NH:33][C:34](=[O:47])[C@@H:35]([CH2:37][CH2:38][CH2:39][NH:40][C:41]([NH2:46])=[N:42][N+:43]([O-:45])=[O:44])[NH:36][C:17](=[O:19])[CH2:16][C:9]2[C:10]3[C:15](=[CH:14][CH:13]=[CH:12][CH:11]=3)[N:7]([CH2:6][C:4]([O:3][CH2:1][CH3:2])=[O:5])[CH:8]=2)=[CH:30][CH:31]=1)=[O:23] |f:1.2,3.4|. Reported procedure: Prepared analogously to Example 69a) from 1-(ethoxycarbonylmethyl)-1H-indole-3-acetic acid, (R)-N-[[4-(aminocarbonylaminomethyl)phenyl]methyl]-N5 -[amino(nitroimino)methyl]-ornithinamide-hydrochloride and TBTU in a yield of 56% of theory. Isolated yield 61.2%. Run in O1CCCC1 (tetrahydrofuran). Yields the product ClC1=NC=CC=C1C=1N=CSC1C=1C(=NC=CC1)Cl (4, 5-di-(2-chloropyridin-3-yl)thiazole). Procedure details: To a solution of 4, 5-di-(2-chloropyridin-3-yl)-2-aminothiazole (0.060 g) in tetrahydrofuran (5 mL) was added butylnitrite (0.060 g). The mixture was heated under reflux for 3 hours. Further butylnitrite was added, and heating was continued for 2 hours. The solvent was evaporated, and the residue was fractionated by chromatography over silica gel to give 4, 5-di-(2-chloropyridin-3-yl)thiazole (0.035 g) as a solid. As a reaction SMILES: [Cl:1][C:2]1[C:7]([C:8]2[N:9]=[C:10](N)[S:11][C:12]=2[C:13]2[C:14]([Cl:19])=[N:15][CH:16]=[CH:17][CH:18]=2)=[CH:6][CH:5]=[CH:4][N:3]=1.C(ON=O)CCC>O1CCCC1>[Cl:1][C:2]1[C:7]([C:8]2[N:9]=[CH:10][S:11][C:12]=2[C:13]2[C:14]([Cl:19])=[N:15][CH:16]=[CH:17][CH:18]=2)=[CH:6][CH:5]=[CH:4][N:3]=1. Conditions: time 2 hour. Reactants: ClC1=NC=CC=C1C=1N=C(SC1C=1C(=NC=CC1)Cl)N (4, 5-di-(2-chloropyridin-3-yl)-2-aminothiazole), C(CCC)ON=O (butylnitrite), C(CCC)ON=O (butylnitrite). Starting materials: Br, ClC(Cl)Cl, O=c1cc(-c2cccc3c2Sc2ccc(CO)cc2C3)oc(N2CCOCC2)c1. Yields the product O=c1cc(-c2cccc3c2Sc2ccc(CBr)cc2C3)oc(N2CCOCC2)c1. RXN SMILES: [BrH:30].[CH:31]([Cl:32])([Cl:33])[Cl:34].[OH:1][CH2:2][c:3]1[cH:4][cH:5][c:6]2[c:15]([cH:16]1)[CH2:14][c:13]1[c:8]([c:9](-[c:17]3[o:18][c:19]([N:24]4[CH2:25][CH2:26][O:27][CH2:28][CH2:29]4)[cH:20][c:21](=[O:23])[cH:22]3)[cH:10][cH:11][cH:12]1)[S:7]2>>[CH2:2]([c:3]1[cH:4][cH:5][c:6]2[c:15]([cH:16]1)[CH2:14][c:13]1[c:8]([c:9](-[c:17]3[o:18][c:19]([N:24]4[CH2:25][CH2:26][O:27][CH2:28][CH2:29]4)[cH:20][c:21](=[O:23])[cH:22]3)[cH:10][cH:11][cH:12]1)[S:7]2)[Br:30]. Procedure details: Meldrum's acid (73) is treated with benzaldehyde in the presence of borane-triethylamine complex in toluene. The product is isolated by flash chromatography over silica gel to give (74). Reactants: CC1(OC(=O)CC(=O)O1)C (Meldrum's acid), C(C1=CC=CC=C1)=O (benzaldehyde). Product: CC1(OC(C(C(O1)=O)CC1=CC=CC=C1)=O)C (2,2-dimethyl-4,6-dioxo-5-benzyl-1,3-dioxane). RXN SMILES: [CH3:1][C:2]1([CH3:10])[O:9][C:7](=[O:8])[CH2:6][C:4](=[O:5])[O:3]1.[CH:11](=O)[C:12]1[CH:17]=[CH:16][CH:15]=[CH:14][CH:13]=1>C1(C)C=CC=CC=1>[CH3:1][C:2]1([CH3:10])[O:9][C:7](=[O:8])[CH:6]([CH2:11][C:12]2[CH:17]=[CH:16][CH:15]=[CH:14][CH:13]=2)[C:4](=[O:5])[O:3]1. The solvent is C1(=CC=CC=C1)C (toluene). The reactants are ClCCl, O, O=S(=O)(O)O, CC(C)CC(O)(CC(C)C)c1ccsc1-c1cccs1. Yields the product CC(C)CC1(CC(C)C)c2ccsc2-c2sccc21. Reaction SMILES: [Cl:26][CH2:27][Cl:28].[OH2:29].[S:1](=[O:2])(=[O:3])([OH:4])[OH:5].[s:6]1[c:7](-[c:21]2[s:22][cH:23][cH:24][cH:25]2)[c:8]([C:11]([CH2:12][CH:13]([CH3:14])[CH3:15])([CH2:16][CH:17]([CH3:18])[CH3:19])[OH:20])[cH:9][cH:10]1>>[s:6]1[c:7]2[c:8]([cH:9][cH:10]1)[C:11]([CH2:12][CH:13]([CH3:14])[CH3:15])([CH2:16][CH:17]([CH3:18])[CH3:19])[c:25]1[c:21]-2[s:22][cH:23][cH:24]1.